Dataset: the Open Reaction Database (ORD), a public repository of structured organic reaction records. Task: describe an organic reaction: reactants, conditions, products, and yield The reactants are Cc1ccccc1, CC1(C)C(C=C(Cl)C(F)(F)F)C1C(=O)Cl, OC1CC(Cc2ccc(F)cc2)c2ccccc21, c1ccncc1. As a reaction SMILES: [CH3:40][c:41]1[cH:42][cH:43][cH:44][cH:45][cH:46]1.[Cl:19][C:20](=[CH:21][CH:22]1[C:23]([CH3:28])([CH3:29])[CH:24]1[C:25](=[O:26])[Cl:27])[C:30]([F:31])([F:32])[F:33].[F:1][c:2]1[cH:3][cH:4][c:5]([CH2:8][CH:9]2[CH2:10][CH:11]([OH:18])[c:12]3[cH:13][cH:14][cH:15][cH:16][c:17]32)[cH:6][cH:7]1.[cH:34]1[cH:35][cH:36][n:37][cH:38][cH:39]1>>[F:1][c:2]1[cH:3][cH:4][c:5]([CH2:8][CH:9]2[CH2:10][CH:11]([O:18][C:25]([CH:24]3[CH:22]([CH:21]=[C:20]([Cl:19])[C:30]([F:31])([F:32])[F:33])[C:23]3([CH3:28])[CH3:29])=[O:26])[c:12]3[cH:13][cH:14][cH:15][cH:16][c:17]32)[cH:6][cH:7]1. Product: CC1(C)C(C=C(Cl)C(F)(F)F)C1C(=O)OC1CC(Cc2ccc(F)cc2)c2ccccc21.